From a dataset of the Open Reaction Database (ORD), a public repository of structured organic reaction records. describe an organic reaction: reactants, conditions, products, and yield Starting materials: ClC1=CC=C(C(=O)N(C2=CC=C(OC)C=C2)CCC(=O)O)C=C1 (N-(p-chlorobenzoyl)-3-(p-anisidino)propionic acid), NCCC(=O)OCC (ethyl 3-aminopropionate). The product is ClC1=CC=C(C(=O)N(C2=CC=C(OC)C=C2)CCC(=O)NCCC(=O)OCC)C=C1 (ethyl N-[N-(p-chlorobenzoyl)-3-(p-anisidino)propionyl]-3-aminopropionate). Reaction SMILES: [Cl:1][C:2]1[CH:23]=[CH:22][C:5]([C:6]([N:8]([CH2:17][CH2:18][C:19](O)=[O:20])[C:9]2[CH:16]=[CH:15][C:12]([O:13][CH3:14])=[CH:11][CH:10]=2)=[O:7])=[CH:4][CH:3]=1.[NH2:24][CH2:25][CH2:26][C:27]([O:29][CH2:30][CH3:31])=[O:28]>>[Cl:1][C:2]1[CH:23]=[CH:22][C:5]([C:6]([N:8]([CH2:17][CH2:18][C:19]([NH:24][CH2:25][CH2:26][C:27]([O:29][CH2:30][CH3:31])=[O:28])=[O:20])[C:9]2[CH:16]=[CH:15][C:12]([O:13][CH3:14])=[CH:11][CH:10]=2)=[O:7])=[CH:4][CH:3]=1. Reported procedure: Analogously to Example 1, by using equivalent quantities, reacting N-(p-chlorobenzoyl)-3-(p-anisidino)propionic acid and ethyl 3-aminopropionate and suitable processing produces ethyl N-[N-(p-chlorobenzoyl)-3-(p-anisidino)propionyl]-3-aminopropionate (oil), saponification of which and processing of the reaction product yields N-[N-(p-chlorobenzoyl)-3-(p-anisidino)propionyl]-3-aminopropionic acid (M.P. 171° to 172°). Reactants: O(C1=CC=CC=C1)C[C@@H]1CO1 ((2S)-3-phenoxy-1,2-epoxypropane), C(C1=CC=CC=C1)NC1CC2=C(CCC1)C(=CC=C2)O (N-benzyl-(1-hydroxy-6,7,8,9-tetrahydro-5H-benzocyclohepten-6-yl)amine), FC(S(=O)(=O)[O-])(F)F.[Yb+3].FC(S(=O)(=O)[O-])(F)F.FC(S(=O)(=O)[O-])(F)F (ytterbium(III) trifluoromethanesulfonate). The solvent is ClCCl (dichloromethane). Run at time 3 day. Yields the product C(C1=CC=CC=C1)N(C[C@@H](COC1=CC=CC=C1)O)C1CC2=C(CCC1)C(=CC=C2)O ((2S)-1-[N-benzyl-(6,7,8,9-tetrahydro-1-hydroxy-5H-benzocyclohepten-6-yl)amino]-3-phenoxy-2-propanol). Isolated yield 89.6%. As a reaction SMILES: [O:1]([CH2:8][C@H:9]1[O:11][CH2:10]1)[C:2]1[CH:7]=[CH:6][CH:5]=[CH:4][CH:3]=1.[CH2:12]([NH:19][CH:20]1[CH2:26][CH2:25][CH2:24][C:23]2[C:27]([OH:31])=[CH:28][CH:29]=[CH:30][C:22]=2[CH2:21]1)[C:13]1[CH:18]=[CH:17][CH:16]=[CH:15][CH:14]=1.FC(F)(F)S([O-])(=O)=O.[Yb+3].FC(F)(F)S([O-])(=O)=O.FC(F)(F)S([O-])(=O)=O>ClCCl>[CH2:12]([N:19]([CH:20]1[CH2:26][CH2:25][CH2:24][C:23]2[C:27]([OH:31])=[CH:28][CH:29]=[CH:30][C:22]=2[CH2:21]1)[CH2:10][C@H:9]([OH:11])[CH2:8][O:1][C:2]1[CH:3]=[CH:4][CH:5]=[CH:6][CH:7]=1)[C:13]1[CH:14]=[CH:15][CH:16]=[CH:17][CH:18]=1 |f:2.3.4.5|. Procedure details: A suspension of (2S)-3-phenoxy-1,2-epoxypropane (300 mg) (IL FARMACO, 50 (10), 643 (1995)), N-benzyl-(1-hydroxy-6,7,8,9-tetrahydro-5H-benzocyclohepten-6-yl)amine (535 mg), and ytterbium(III) trifluoromethanesulfonate (372 mg) in dichloromethane (15 ml) was stirred at room temperature for 3 days and partitioned between ethyl acetate and aqueous sodium bicarbonate. The organic layer was separated, washed with brine, dried over sodium sulfate, and evaporated in vacuo. The residue was chromatographe... Reactants: C(C1=CC=CC=C1)OC(=O)NCCC(=O)O (3-benzyloxycarbonylaminopropionic acid), C1CCC(CC1)N=C=NC2CCCCC2 (DCC), CS(=O)(=O)OC1=C(C=C(C=C1)C(N)=N)C(C1=CC=CC=C1)=O (4-amidino-2-benzoylphenol methanesulfonate). The solvent is N1=CC=CC=C1 (pyridine). Reaction conditions: time 30 minute. The product is C(C1=CC=CC=C1)OC(=O)NCCC(=O)OC1=C(C=C(C=C1)C(N)=N)C(C1=CC=CC=C1)=O (4-amidino-2-benzoylphenyl 3-benzyloxycarbonylaminopropionate). The yield is 59.2%. RXN SMILES: [CH2:1]([O:8][C:9]([NH:11][CH2:12][CH2:13][C:14]([OH:16])=[O:15])=[O:10])[C:2]1[CH:7]=[CH:6][CH:5]=[CH:4][CH:3]=1.C1CCC(N=C=NC2CCCCC2)CC1.CS(O[C:37]1[CH:42]=[CH:41][C:40]([C:43](=[NH:45])[NH2:44])=[CH:39][C:38]=1[C:46](=[O:53])[C:47]1[CH:52]=[CH:51][CH:50]=[CH:49][CH:48]=1)(=O)=O>N1C=CC=CC=1>[CH2:1]([O:8][C:9]([NH:11][CH2:12][CH2:13][C:14]([O:16][C:37]1[CH:42]=[CH:41][C:40]([C:43](=[NH:44])[NH2:45])=[CH:39][C:38]=1[C:46](=[O:53])[C:47]1[CH:52]=[CH:51][CH:50]=[CH:49][CH:48]=1)=[O:15])=[O:10])[C:2]1[CH:3]=[CH:4][CH:5]=[CH:6][CH:7]=1. Procedure: Into 50 ml of anhydrous pyridine, was dissolved 3.3 g of 3-benzyloxycarbonylaminopropionic acid. To the solution, while being cooled in ice, was added 3.7 g of DCC. The mixture was stirred for 30 minutes. After addition of 5.0 g of 4-amidino-2-benzoylphenol methanesulfonate, the mixture was further stirred overnight. The precipitate which was formed was separated by filtration and washed with pyridine. Ethyl ether was added to the filtrate to separate an oily substance which solidified upon stir...